This data is from the Open Reaction Database (ORD), a public repository of structured organic reaction records. The task is: describe an organic reaction: reactants, conditions, products, and yield Starting materials: FC(C=1C=C(C=CC1)C=CC1=CC(=NC=C1)NC(=O)N)(F)F ({4-[2-(3-Trifluoromethyl-phenyl)-vinyl]-pyridin-2-yl}-urea), [H][H] (hydrogen). Reagents/catalysts: [Pd] (palladium on carbon). Solvent: CO (methanol), C(Cl)Cl (DCM). The product is FC(C=1C=C(C=CC1)CCC1=CC(=NC=C1)NC(=O)N)(F)F ({4-[2-(3-Trifluoromethyl-phenyl)-ethyl]-pyridin-2-yl}-urea). The yield is 33.8%. Reaction SMILES: [F:1][C:2]([F:22])([F:21])[C:3]1[CH:4]=[C:5]([CH:9]=[CH:10][C:11]2[CH:16]=[CH:15][N:14]=[C:13]([NH:17][C:18]([NH2:20])=[O:19])[CH:12]=2)[CH:6]=[CH:7][CH:8]=1.[H][H]>CO.C(Cl)Cl.[Pd]>[F:22][C:2]([F:1])([F:21])[C:3]1[CH:4]=[C:5]([CH2:9][CH2:10][C:11]2[CH:16]=[CH:15][N:14]=[C:13]([NH:17][C:18]([NH2:20])=[O:19])[CH:12]=2)[CH:6]=[CH:7][CH:8]=1. Procedure details: {4-[2-(3-Trifluoromethyl-phenyl)-vinyl]-pyridin-2-yl}-urea (210 mg, 0.68 mmol) is dissolved in methanol (3 mL) and DCM (3 mL). Then 5% palladium on carbon (145 mg, 0.068 mmol) is added. The reaction is stirred for 16 hours under the hydrogen atmosphere. The palladium on carbon is filtered and the filtrate is concentrated to give the crude product. Purification by silica flash column chromatography using MeOH in DCM (gradient from 0% to 10%) affords 71 mg of the titled product. The yield is 95.7%. Reactants: C(C)OCOC1=CC=CN2C1=NC(=C(C2=O)CCN2CCC(CC2)C2=NOC1=C2C=CC(=C1)F)C (9-(ethoxymethoxy)-3-[2-[4-(6-fluoro-1,2-benzisoxazol-3-yl)-1-piperidinyl]ethyl]-2-methyl-4H-pyrido[1,2-a]pyrimidin-4-one), C(C)O (ethanol), Cl (hydrochloric acid). Reported procedure: A mixture of 9-(ethoxymethoxy)-3-[2-[4-(6-fluoro-1,2-benzisoxazol-3-yl)-1-piperidinyl]ethyl]-2-methyl-4H-pyrido[1,2-a]pyrimidin-4-one (0.008 mol) in hydrochloric acid, 12N (25 ml) and ethanol (100 ml) was stirred and refluxed for 6 hours. The reaction mixture was cooled and the precipitate was filtered off and dried, yielding 4 g (95.7%) 3-[2-[4-(6-fluoro-1,2-benzisoxazol-3-yl)-1-piperidinyl]ethyl]-9-hydroxy-2-methyl-4H-pyrido[1,2-a]pyrimidin-4-one.dihydrochloride.sesquihydrate; mp. 288.3° C. (i... Yields the product Cl.Cl.FC1=CC2=C(C(=NO2)C2CCN(CC2)CCC2=C(N=C3N(C2=O)C=CC=C3O)C)C=C1 (3-[2-[4-(6-fluoro-1,2-benzisoxazol-3-yl)-1-piperidinyl]ethyl]-9-hydroxy-2-methyl-4H-pyrido[1,2-a]pyrimidin-4-one.dihydrochloride). As a reaction SMILES: C(OC[O:5][C:6]1[C:11]2=[N:12][C:13]([CH3:35])=[C:14]([CH2:17][CH2:18][N:19]3[CH2:24][CH2:23][CH:22]([C:25]4[C:29]5[CH:30]=[CH:31][C:32]([F:34])=[CH:33][C:28]=5[O:27][N:26]=4)[CH2:21][CH2:20]3)[C:15](=[O:16])[N:10]2[CH:9]=[CH:8][CH:7]=1)C.C(O)C.[ClH:39]>>[ClH:39].[ClH:39].[F:34][C:32]1[CH:31]=[CH:30][C:29]2[C:25]([CH:22]3[CH2:21][CH2:20][N:19]([CH2:18][CH2:17][C:14]4[C:15](=[O:16])[N:10]5[CH:9]=[CH:8][CH:7]=[C:6]([OH:5])[C:11]5=[N:12][C:13]=4[CH3:35])[CH2:24][CH2:23]3)=[N:26][O:27][C:28]=2[CH:33]=1 |f:3.4.5|. The reactants are CCOC(=O)COc1ccc(Br)cc1C=O, C1CCOC1, C#C[Si](C)(C)C, CCOCC, [Cl-], [Li]CCCC, [NH4+]. Product: CCOC(=O)COc1ccc(Br)cc1C(O)C#C[Si](C)(C)C. RXN SMILES: [CH2:12]([CH3:13])[O:14][C:15]([CH2:16][O:17][c:18]1[c:19]([CH:25]=[O:26])[cH:20][c:21]([Br:24])[cH:22][cH:23]1)=[O:27].[CH2:30]1[O:31][CH2:32][CH2:33][CH2:34]1.[CH3:1][Si:2]([CH3:3])([CH3:4])[C:5]#[CH:6].[CH3:35][CH2:36][O:37][CH2:38][CH3:39].[Cl-:28].[Li:7][CH2:8][CH2:9][CH2:10][CH3:11].[NH4+:29]>>[CH3:1][Si:2]([CH3:3])([CH3:4])[C:5]#[C:6][CH:25]([c:19]1[c:18]([O:17][CH2:16][C:15]([O:14][CH2:12][CH3:13])=[O:27])[cH:23][cH:22][c:21]([Br:24])[cH:20]1)[OH:26].